From a dataset of the Open Reaction Database (ORD), a public repository of structured organic reaction records. describe an organic reaction: reactants, conditions, products, and yield The reactants are CCOC(OCC)c1cc(Br)co1, CCCC[Sn](CCCC)(CCCC)c1coc(C(OCC)OCC)c1, CCCC[Sn](Cl)(CCCC)CCCC, [Li]CCCC, COc1cc(Nc2c(C#N)cnc3cc(I)c(OC)cc23)c(Cl)cc1Cl, C1COCCO1. The product is CCOC(OCC)c1cc(-c2cc3ncc(C#N)c(Nc4cc(OC)c(Cl)cc4Cl)c3cc2OC)co1. As a reaction SMILES: [Br:52][c:53]1[cH:54][c:55]([CH:56]([O:57][CH2:58][CH3:59])[O:60][CH2:61][CH3:62])[o:63][cH:64]1.[CH2:27]([Sn:28]([CH2:29][CH2:30][CH2:31][CH3:44])([c:32]1[cH:33][o:34][c:35]([CH:37]([O:38][CH2:39][CH3:40])[O:41][CH2:42][CH3:43])[cH:36]1)[CH2:45][CH2:46][CH2:47][CH3:48])[CH2:49][CH2:50][CH3:51].[CH2:65]([Sn:66]([Cl:67])([CH2:68][CH2:69][CH2:70][CH3:71])[CH2:72][CH2:73][CH2:74][CH3:75])[CH2:76][CH2:77][CH3:78].[CH3:79][CH2:80][CH2:81][CH2:82][Li:83].[Cl:1][c:2]1[c:3]([NH:4][c:5]2[c:6]([C:18]#[N:19])[cH:7][n:8][c:9]3[cH:10][c:11]([I:17])[c:12]([O:15][CH3:16])[cH:13][c:14]23)[cH:20][c:21]([O:25][CH3:26])[c:22]([Cl:24])[cH:23]1.[O:84]1[CH2:85][CH2:86][O:87][CH2:88][CH2:89]1>>[Cl:1][c:2]1[c:3]([NH:4][c:5]2[c:6]([C:18]#[N:19])[cH:7][n:8][c:9]3[cH:10][c:11](-[c:32]4[cH:33][o:34][c:35]([CH:37]([O:38][CH2:39][CH3:40])[O:41][CH2:42][CH3:43])[cH:36]4)[c:12]([O:15][CH3:16])[cH:13][c:14]23)[cH:20][c:21]([O:25][CH3:26])[c:22]([Cl:24])[cH:23]1.